Dataset: the Open Reaction Database (ORD), a public repository of structured organic reaction records. Task: describe an organic reaction: reactants, conditions, products, and yield Starting materials: C, CCOC(C)=O, O=C1OCC=CCOC(=O)C2CCCN2C(=O)CCCCC(=O)N2CCCC12, [Pd]. The product is O=C1OCCCCOC(=O)C2CCCN2C(=O)CCCCC(=O)N2CCCC12. RXN SMILES: [C:29].[CH2:31]([O:32][C:33](=[O:34])[CH3:35])[CH3:36].[N:1]12[C:2](=[O:28])[CH2:3][CH2:4][CH2:5][CH2:6][C:7](=[O:27])[N:8]3[CH2:9][CH2:10][CH2:11][CH:12]3[C:13](=[O:26])[O:14][CH2:15][CH:16]=[CH:17][CH2:18][O:19][C:20](=[O:25])[CH:21]1[CH2:22][CH2:23][CH2:24]2.[Pd:30]>>[N:1]12[C:2](=[O:28])[CH2:3][CH2:4][CH2:5][CH2:6][C:7](=[O:27])[N:8]3[CH2:9][CH2:10][CH2:11][CH:12]3[C:13](=[O:26])[O:14][CH2:15][CH2:16][CH2:17][CH2:18][O:19][C:20](=[O:25])[CH:21]1[CH2:22][CH2:23][CH2:24]2.